From a dataset of the Open Reaction Database (ORD), a public repository of structured organic reaction records. describe an organic reaction: reactants, conditions, products, and yield Reactants: C(=O)(OC(C)(C)C)N([C@@H]1C=C[C@@H](C1)N1C2=NC(=NC(=C2N=C1)Cl)Cl)C(=O)OC(C)(C)C (di-Boc-[(1S,4R)-4-(2,6-dichloro-purin-9-yl)-cyclopent-2-enyl]-amine), COC1=CC=C(C=C1)C(C1=CC=C(C=C1)OC)NC1=C2N=CN(C2=NC(=N1)Cl)[C@H]1[C@@H]([C@@H]([C@H](C1)N(C(=O)OC(C)(C)C)C(=O)OC(C)(C)C)O)O ((1R,2S,3R,5S)-3-(6-{[bis-(4-methoxy-phenyl)-methyl]-amino}-2-chloro-purin-9-yl)-5-(di-Boc-amino)-cyclopentane-1,2-diol). The product is C(=O)(OC(C)(C)C)N([C@@H]1[C@H]([C@H]([C@@H](C1)N1C2=NC(=NC(=C2N=C1)Cl)Cl)O)O)C(=O)OC(C)(C)C ((1S,2R,3S,5R)-3-(Di-Boc-amino)-5-(2,6-dichloro-purin-9-yl)-cyclopentane-1,2-diol). RXN SMILES: C(N(C(OC(C)(C)C)=O)[C@H]1C[C@@H](N2C=NC3C2=NC(Cl)=NC=3[Cl:23])C=C1)(OC(C)(C)C)=O.COC1C=CC(C(N[C:50]2[N:58]=[C:57]([Cl:59])[N:56]=[C:55]3[C:51]=2[N:52]=[CH:53][N:54]3[C@@H:60]2[CH2:64][C@H:63]([N:65]([C:73]([O:75][C:76]([CH3:79])([CH3:78])[CH3:77])=[O:74])[C:66]([O:68][C:69]([CH3:72])([CH3:71])[CH3:70])=[O:67])[C@@H:62]([OH:80])[C@H:61]2[OH:81])C2C=CC(OC)=CC=2)=CC=1>>[C:73]([N:65]([C:66]([O:68][C:69]([CH3:71])([CH3:72])[CH3:70])=[O:67])[C@H:63]1[CH2:64][C@@H:60]([N:54]2[CH:53]=[N:52][C:51]3[C:55]2=[N:56][C:57]([Cl:59])=[N:58][C:50]=3[Cl:23])[C@H:61]([OH:81])[C@@H:62]1[OH:80])([O:75][C:76]([CH3:78])([CH3:79])[CH3:77])=[O:74]. Procedure: The title compound is prepared from di-Boc-[(1S,4R)-4-(2,6-dichloro-purin-9-yl)-cyclopent-2-enyl]-amine using a procedure analogous to that use to prepare (1R,2S,3R,5S)-3-(6-{[bis-(4-methoxy-phenyl)-methyl]-amino}-2-chloro-purin-9-yl)-5-(di-Boc-amino)-cyclopentane-1,2-diol. 1H nmr (CDCl3, 400 MHz); 8.35(s, 1H), 4.80(m, 1H), 4.70(m, 1H), 4.50(m, 1H), 3.85(m, 1H), 3.75(m, 1H), 3.10(m, 1H), 2.75(m, 1H), 2.55(m, 1H), 1.55(s, 18H), MS (ES+) m/e 504 (MH+). Starting materials: C(OC(Cl)(Cl)Cl)(OC(Cl)(Cl)Cl)=O (bis(trichloromethyl) carbonate), FCCN1CCC(CC1)N (1-(2-fluoro-ethyl)-piperidin-4-ylamine), [C@H]1(CCC2=CC=CC=C12)NC1=NC2=CC=C(C=C2C=C1)N ((R)—N2-indan-1-yl-quinoline-2,6-diamine). RXN SMILES: [C:1](=[O:12])(OC(Cl)(Cl)Cl)OC(Cl)(Cl)Cl.[F:13][CH2:14][CH2:15][N:16]1[CH2:21][CH2:20][CH:19]([NH2:22])[CH2:18][CH2:17]1.[C@H:23]1([NH:32][C:33]2[CH:42]=[CH:41][C:40]3[C:35](=[CH:36][CH:37]=[C:38]([NH2:43])[CH:39]=3)[N:34]=2)[C:31]2[C:26](=[CH:27][CH:28]=[CH:29][CH:30]=2)[CH2:25][CH2:24]1>>[F:13][CH2:14][CH2:15][N:16]1[CH2:21][CH2:20][CH:19]([NH:22][C:1]([NH:43][C:38]2[CH:39]=[C:40]3[C:35](=[CH:36][CH:37]=2)[N:34]=[C:33]([NH:32][C@H:23]2[C:31]4[C:26](=[CH:27][CH:28]=[CH:29][CH:30]=4)[CH2:25][CH2:24]2)[CH:42]=[CH:41]3)=[O:12])[CH2:18][CH2:17]1. Procedure details: The title compound was prepared in accordance with the general method 4 described in example 16 from bis(trichloromethyl) carbonate, 1-(2-fluoro-ethyl)-piperidin-4-ylamine and (R)—N2-indan-1-yl-quinoline-2,6-diamine; MS: m/e=448.8 (M+H+). Yields the product FCCN1CCC(CC1)NC(=O)NC=1C=C2C=CC(=NC2=CC1)N[C@@H]1CCC2=CC=CC=C12 (1-[1-(2-Fluoro-ethyl)-piperidin-4-yl]-3-[2-((R)-indan-1-ylamino)-quinolin-6-yl]-urea). Starting materials: CC(NC(=O)Cc1cc(F)cc(F)c1)C(=O)O, COC(=O)C(N)c1csc2ccccc12. Product: COC(=O)C(NC(=O)C(C)NC(=O)Cc1cc(F)cc(F)c1)c1csc2ccccc12. As a reaction SMILES: [F:1][c:2]1[cH:3][c:4]([CH2:9][C:10](=[O:11])[NH:12][CH:13]([CH3:14])[C:15](=[O:16])[OH:17])[cH:5][c:6]([F:8])[cH:7]1.[NH2:18][CH:19]([C:20](=[O:21])[O:22][CH3:23])[c:24]1[cH:25][s:26][c:27]2[c:28]1[cH:29][cH:30][cH:31][cH:32]2>>[F:1][c:2]1[cH:3][c:4]([CH2:9][C:10](=[O:11])[NH:12][CH:13]([CH3:14])[C:15](=[O:17])[NH:18][CH:19]([C:20](=[O:21])[O:22][CH3:23])[c:24]2[cH:25][s:26][c:27]3[c:28]2[cH:29][cH:30][cH:31][cH:32]3)[cH:5][c:6]([F:8])[cH:7]1. Starting materials: NC[C@@H]1[C@H](C[C@@H](O1)N1C=NC=2C(=O)NC(N)=NC12)O (5'-amino-2',5'-dideoxyguanosine), N-2-FMOC, S(=O)(=O)(C1=CC=C(C)C=C1)Cl (tosyl chloride), [C@@H]1(C[C@H](O)[C@@H](CO)O1)N1C=NC=2C(=O)NC(N)=NC12 (2'-deoxyguanosine), N-2-phenylacetyl, S(=O)(=O)([O-])C1=CC=C(C)C=C1 (tosylate), [N-]=[N+]=[N-].[Na+] (sodium azide). The solvent is N1=CC=CC=C1 (pyridine), CN(C)C=O (DMF). Yields the product N(=[N+]=[N-])C([C@@H]1[C@H]([C@H]([C@@H](O1)N1C=NC=2C(=O)NC(N)=NC12)O)O)O (5'-Azidoguanosine). RXN SMILES: NC[C@H]1O[C@@H](N2C3N=C(N)NC(=O)C=3N=C2)C[C@@H]1O.[C@@H:20]1([N:28]2[C:38]3[N:37]=[C:35]([NH2:36])[NH:34][C:32](=[O:33])[C:31]=3[N:30]=[CH:29]2)[O:27][C@H:24]([CH2:25][OH:26])[C@@H:22]([OH:23])[CH2:21]1.S(Cl)(C1C=CC(C)=CC=1)(=O)=O.S(C1C=CC(C)=CC=1)([O-])(=O)=[O:51].[N-:61]=[N+:62]=[N-:63].[Na+]>N1C=CC=CC=1.CN(C=O)C>[N:61]([CH:25]([OH:26])[C@H:24]1[O:27][C@@H:20]([N:28]2[C:38]3[N:37]=[C:35]([NH2:36])[NH:34][C:32](=[O:33])[C:31]=3[N:30]=[CH:29]2)[C@H:21]([OH:51])[C@@H:22]1[OH:23])=[N+:62]=[N-:63] |f:4.5|. Procedure details: An alternate preparation of 5'-amino-2',5'-dideoxyguanosine is to treat the protected 2'-deoxyguanosine (protected at either the N-2-phenylacetyl or the N-2-FMOC derivative) (1 mmol) with tosyl chloride (1.3 mmol) in pyridine at 0° C. overnight. The solution is evaporated to dryness and the residue is dissolved in chloroform. The resulting solution is washed twice with aqueous sodium bicarbonate and dried over sodium sulfate. The solvent is evaporated and the residue chromatographed on silica ge...